This data is from the Open Reaction Database (ORD), a public repository of structured organic reaction records. The task is: describe an organic reaction: reactants, conditions, products, and yield Yields the product Cc1cc(C(F)(F)F)cc(Cl)c1-n1nc(C#N)c(SC(F)(F)F)c1C. Reaction SMILES: [C:10](=[O:11])([O-:12])[O-:13].[C:16](#[N:17])[c:18]1[n:19][n:20](-[c:29]2[c:30]([Cl:40])[cH:31][c:32]([C:36]([F:37])([F:38])[F:39])[cH:33][c:34]2[Cl:35])[c:21]([CH3:28])[c:22]1[S:23][C:24]([F:25])([F:26])[F:27].[CH3:1][B:2]1[O:3][B:4]([CH3:5])[O:6][B:7]([CH3:8])[O:9]1.[CH3:47][CH2:48][O:49][C:50](=[O:51])[CH3:52].[K+:14].[K+:15].[O:41]1[CH2:42][CH2:43][O:44][CH2:45][CH2:46]1.[O:55]=[C:56]([CH:57]=[CH:58][c:59]1[cH:60][cH:61][cH:62][cH:63][cH:64]1)[CH:65]=[CH:66][c:67]1[cH:68][cH:69][cH:70][cH:71][cH:72]1.[O:73]=[C:74]([CH:75]=[CH:76][c:77]1[cH:78][cH:79][cH:80][cH:81][cH:82]1)[CH:83]=[CH:84][c:85]1[cH:86][cH:87][cH:88][cH:89][cH:90]1.[O:91]=[C:92]([CH:93]=[CH:94][c:95]1[cH:96][cH:97][cH:98][cH:99][cH:100]1)[CH:101]=[CH:102][c:103]1[cH:104][cH:105][cH:106][cH:107][cH:108]1.[Pd:53].[Pd:54]>>[CH3:10][c:34]1[c:29](-[n:20]2[n:19][c:18]([C:16]#[N:17])[c:22]([S:23][C:24]([F:25])([F:26])[F:27])[c:21]2[CH3:28])[c:30]([Cl:40])[cH:31][c:32]([C:36]([F:37])([F:38])[F:39])[cH:33]1. The reactants are O=C([O-])[O-], Cc1c(SC(F)(F)F)c(C#N)nn1-c1c(Cl)cc(C(F)(F)F)cc1Cl, CB1OB(C)OB(C)O1, CCOC(C)=O, [K+], [K+], C1COCCO1, O=C(C=Cc1ccccc1)C=Cc1ccccc1, O=C(C=Cc1ccccc1)C=Cc1ccccc1, O=C(C=Cc1ccccc1)C=Cc1ccccc1, [Pd], [Pd]. The reactants are B, CCOC(=O)N1c2cc(C3(C(=O)OC)CCCC3)c(OC)cc2C(N(Cc2cc(C(F)(F)F)cc(C(F)(F)F)c2)C(=O)OC)CC1C, CSC, C1CCOC1. Yields the product CCOC(=O)N1c2cc(C3(CO)CCCC3)c(OC)cc2C(N(Cc2cc(C(F)(F)F)cc(C(F)(F)F)c2)C(=O)OC)CC1C. As a reaction SMILES: [BH3:51].[CH2:1]([CH3:2])[O:3][C:4](=[O:5])[N:6]1[CH:7]([CH3:47])[CH2:8][CH:9]([N:27]([C:28](=[O:29])[O:30][CH3:31])[CH2:32][c:33]2[cH:34][c:35]([C:43]([F:44])([F:45])[F:46])[cH:36][c:37]([C:39]([F:40])([F:41])[F:42])[cH:38]2)[c:10]2[cH:11][c:12]([O:25][CH3:26])[c:13]([C:16]3([C:21](=[O:22])[O:23][CH3:24])[CH2:17][CH2:18][CH2:19][CH2:20]3)[cH:14][c:15]21.[CH3:48][S:49][CH3:50].[O:52]1[CH2:53][CH2:54][CH2:55][CH2:56]1>>[CH2:1]([CH3:2])[O:3][C:4](=[O:5])[N:6]1[CH:7]([CH3:47])[CH2:8][CH:9]([N:27]([C:28](=[O:29])[O:30][CH3:31])[CH2:32][c:33]2[cH:34][c:35]([C:43]([F:44])([F:45])[F:46])[cH:36][c:37]([C:39]([F:40])([F:41])[F:42])[cH:38]2)[c:10]2[cH:11][c:12]([O:25][CH3:26])[c:13]([C:16]3([CH2:21][OH:22])[CH2:17][CH2:18][CH2:19][CH2:20]3)[cH:14][c:15]21. Reactants: C(#N)C=1C=C(C=CC1)C=1N=C(SC1)NC(=N)N ([4-(3-cyanophenyl)-2-thiazolyl]guanidine), CN(C=O)C (N,N-dimethylformamide), Cl.NO (hydroxylamine hydrochloride), C([O-])([O-])=O.[Na+].[Na+] (sodium carbonate). Product: Cl.Cl.NN=CNC=1SC=C(N1)C=1C=C(C=CC1)C(NO)=N (3-[2-[(Aminoiminomethyl)Amino]-4-Thiazolyl]-N-Hydroxybenzenecarboximidamide, Dihydrochloride). RXN SMILES: [C:1]([C:3]1[CH:4]=[C:5]([C:9]2[N:10]=[C:11]([NH:14][C:15]([NH2:17])=N)[S:12][CH:13]=2)[CH:6]=[CH:7][CH:8]=1)#[N:2].[ClH:18].[NH2:19][OH:20].C(=O)([O-])[O-].[Na+].[Na+].C[N:28](C)C=O>>[ClH:18].[ClH:18].[NH2:28][N:17]=[CH:15][NH:14][C:11]1[S:12][CH:13]=[C:9]([C:5]2[CH:4]=[C:3]([C:1](=[NH:2])[NH:19][OH:20])[CH:8]=[CH:7][CH:6]=2)[N:10]=1 |f:1.2,3.4.5,7.8.9|. Procedure: A stirred mixture of 3.4 g. (0.01 mole) of [4-(3-cyanophenyl)-2-thiazolyl]guanidine of Example 3, 1.38 g. (0.02 mole) of hydroxylamine hydrochloride and 4.24 g. (0.04 mole) of sodium carbonate in 60 ml. of dry N,N-dimethylformamide is heated under reflux for 6 hours. The mixture is filtered and the filtrate is diluted with a little water. The precipitate which forms is collected and is recrystallized from N,N-dimethylformamide. This solid is added to 150 ml. of a saturated ethanolic hydrochloric... The product is O=CN1CCN(c2ccc3cc([N+](=O)[O-])ccc3n2)C(CCCF)C1. RXN SMILES: [CH2:37]([N+:38]([CH2:39][CH2:40][CH2:41][CH3:42])([CH2:43][CH2:44][CH2:45][CH3:46])[CH2:47][CH2:48][CH2:49][CH3:50])[CH2:51][CH2:52][CH3:53].[CH2:54]1[O:55][CH2:56][CH2:57][CH2:58]1.[CH:1](=[O:2])[N:3]1[CH2:4][CH:5]([CH2:22][CH2:23][CH2:24][O:25][S:26]([c:27]2[cH:28][cH:29][c:30]([CH3:31])[cH:32][cH:33]2)(=[O:34])=[O:35])[N:6]([c:9]2[n:10][c:11]3[cH:12][cH:13][c:14]([N+:19](=[O:20])[O-:21])[cH:15][c:16]3[cH:17][cH:18]2)[CH2:7][CH2:8]1.[F-:36]>>[CH:1](=[O:2])[N:3]1[CH2:4][CH:5]([CH2:22][CH2:23][CH2:24][F:36])[N:6]([c:9]2[n:10][c:11]3[cH:12][cH:13][c:14]([N+:19](=[O:20])[O-:21])[cH:15][c:16]3[cH:17][cH:18]2)[CH2:7][CH2:8]1. Starting materials: CCCC[N+](CCCC)(CCCC)CCCC, C1CCOC1, Cc1ccc(S(=O)(=O)OCCCC2CN(C=O)CCN2c2ccc3cc([N+](=O)[O-])ccc3n2)cc1, [F-]. Reactants: [Al+3], CO, [Cl-], N#Cc1ccc(OCc2cccc(F)c2)cc1, [H-], [H-], [H-], [H-], [Li+], [NH4+], C1CCOC1, O. Yields the product NCc1ccc(OCc2cccc(F)c2)cc1. RXN SMILES: [Al+3:2].[CH3:24][OH:25].[Cl-:26].[F:7][c:8]1[cH:9][c:10]([CH2:11][O:12][c:13]2[cH:14][cH:15][c:16]([C:17]#[N:18])[cH:19][cH:20]2)[cH:21][cH:22][cH:23]1.[H-:1].[H-:4].[H-:5].[H-:6].[Li+:3].[NH4+:27].[O:28]1[CH2:29][CH2:30][CH2:31][CH2:32]1.[OH2:33]>>[F:7][c:8]1[cH:9][c:10]([CH2:11][O:12][c:13]2[cH:14][cH:15][c:16]([CH2:17][NH2:18])[cH:19][cH:20]2)[cH:21][cH:22][cH:23]1. Yields the product C(#N)C=1C=C(C(=O)NC2=C(C=C(C=C2C)C(C(F)(F)F)(C(F)(F)F)F)C)C=C(C1)NC(C1=CC=C(C=C1)C#N)=O (3-cyano-5-(4′-cyano-benzoylamino)-N-[2,6-dimethyl-4-(1,2,2,2-tetrafluoro-1-trifluoromethyl-ethyl)-phenyl]-benzamide). The reactants are NC=1C=C(C=C(C(=O)NC2=C(C=C(C=C2C)C(C(F)(F)F)(C(F)(F)F)F)C)C1)C#N (5-amino-3-cyano-N-[2,6-dimethyl-4-(1,2,2,2-tetrafluoro-1-trifluoromethyl-ethyl)-phenyl]-benzamide), C(O)([O-])=O.[Na+] (sodium hydrogen carbonate), B1, N1=CC=CC=C1 (pyridine), C(#N)C1=CC=C(C(=O)Cl)C=C1 (4-cyano-benzoyl chloride). Isolated yield 71.9%. The solvent is O1CCCC1 (tetrahydrofuran). Reaction SMILES: [NH2:1][C:2]1[CH:3]=[C:4]([C:29]#[N:30])[CH:5]=[C:6]([CH:28]=1)[C:7]([NH:9][C:10]1[C:15]([CH3:16])=[CH:14][C:13]([C:17]([F:26])([C:22]([F:25])([F:24])[F:23])[C:18]([F:21])([F:20])[F:19])=[CH:12][C:11]=1[CH3:27])=[O:8].N1C=CC=CC=1.[C:37]([C:39]1[CH:47]=[CH:46][C:42]([C:43](Cl)=[O:44])=[CH:41][CH:40]=1)#[N:38].C(=O)([O-])O.[Na+]>O1CCCC1>[C:29]([C:4]1[CH:5]=[C:6]([CH:28]=[C:2]([NH:1][C:43](=[O:44])[C:42]2[CH:46]=[CH:47][C:39]([C:37]#[N:38])=[CH:40][CH:41]=2)[CH:3]=1)[C:7]([NH:9][C:10]1[C:11]([CH3:27])=[CH:12][C:13]([C:17]([F:26])([C:18]([F:19])([F:20])[F:21])[C:22]([F:23])([F:24])[F:25])=[CH:14][C:15]=1[CH3:16])=[O:8])#[N:30] |f:3.4|. Run at time 2 hour. Reported procedure: To a solution of 5-amino-3-cyano-N-[2,6-dimethyl-4-(1,2,2,2-tetrafluoro-1-trifluoromethyl-ethyl)-phenyl]-benzamide (0.199 mg, 0.46 mmol) (Example I9) in tetrahydrofuran (3 ml) were added successively pyridine (0.117 ml, 1.45 mmol) and 4-cyano-benzoyl chloride (80 mg, 0.48 mmol). The reaction mixture was stirred for 2 hours at ambient temperature. Aqueous sodium hydrogen carbonate (saturated) was added and the phases were separated. The aqueous phase was extracted twice with ethyl acetate. The co... Reactants: ClCCl, O=[Mn]=O, COC(=O)c1ccc(CO)n2cccc12. The product is COC(=O)c1ccc(C=O)n2cccc12. Reaction SMILES: [Cl:16][CH2:17][Cl:18].[O:19]=[Mn:20]=[O:21].[OH:1][CH2:2][c:3]1[n:4]2[cH:5][cH:6][cH:7][c:8]2[c:9]([C:12](=[O:13])[O:14][CH3:15])[cH:10][cH:11]1>>[O:1]=[CH:2][c:3]1[n:4]2[cH:5][cH:6][cH:7][c:8]2[c:9]([C:12](=[O:13])[O:14][CH3:15])[cH:10][cH:11]1. Yields the product COc1ccccc1Oc1c(NS(=O)(=O)c2ccc(C)cn2)nc(-c2ccncc2)nc1OC. Reactants: CO, COc1ccccc1Oc1c(Cl)nc(-c2ccncc2)nc1NS(=O)(=O)c1ccc(C)cn1, [Na]. Reaction SMILES: [CH3:35][OH:36].[Cl:2][c:3]1[c:4]([O:26][c:27]2[c:28]([O:33][CH3:34])[cH:29][cH:30][cH:31][cH:32]2)[c:5]([NH:15][S:16](=[O:17])(=[O:18])[c:19]2[n:20][cH:21][c:22]([CH3:25])[cH:23][cH:24]2)[n:6][c:7](-[c:9]2[cH:10][cH:11][n:12][cH:13][cH:14]2)[n:8]1.[Na:1]>>[c:3]1([O:36][CH3:35])[c:4]([O:26][c:27]2[c:28]([O:33][CH3:34])[cH:29][cH:30][cH:31][cH:32]2)[c:5]([NH:15][S:16](=[O:17])(=[O:18])[c:19]2[n:20][cH:21][c:22]([CH3:25])[cH:23][cH:24]2)[n:6][c:7](-[c:9]2[cH:10][cH:11][n:12][cH:13][cH:14]2)[n:8]1. Starting materials: CC1=C(C=CC(=C1)C)N(S(=O)(=O)C1=CC=C(C=C1)O)CC(C)C (N-(2,4-dimethylphenyl)-4-hydroxy-N-isobutylbenzenesulfonamide), OCC1=CC(NC(N1)=O)=O (6-(hydroxymethyl)pyrimidine-2,4(1H,3H)-dione), C1(=CC=CC=C1)P(C1=CC=CC=C1)C1=CC=CC=C1 (triphenylphosphine), OCC1=CC(NC(N1)=O)=O (6-(hydroxymethyl)pyrimidine-2,4(1H,3H)-dione), N(=NC(=O)OC(C)C)C(=O)OC(C)C (diisopropyl diazene-1,2-dicarboxylate), N(=NC(=O)OC(C)C)C(=O)OC(C)C (diisopropyl diazene-1,2-dicarboxylate). The solvent is O1CCCC1 (tetrahydrofuran). Run at temperature 20 celsius, time 2 day. Yields the product CC1=C(C=CC(=C1)C)N(S(=O)(=O)C1=CC=C(C=C1)OCC=1NC(NC(C1)=O)=O)CC(C)C (N-(2,4-dimethylphenyl)-4-((2,6-dioxo-1,2,3,6-tetrahydropyrimidin-4-yl)methoxy)-N-isobutylbenzenesulfonamide). RXN SMILES: [CH3:1][C:2]1[CH:7]=[C:6]([CH3:8])[CH:5]=[CH:4][C:3]=1[N:9]([CH2:20][CH:21]([CH3:23])[CH3:22])[S:10]([C:13]1[CH:18]=[CH:17][C:16]([OH:19])=[CH:15][CH:14]=1)(=[O:12])=[O:11].O[CH2:25][C:26]1[NH:31][C:30](=[O:32])[NH:29][C:28](=[O:33])[CH:27]=1.C1(P(C2C=CC=CC=2)C2C=CC=CC=2)C=CC=CC=1.N(C(OC(C)C)=O)=NC(OC(C)C)=O>O1CCCC1>[CH3:1][C:2]1[CH:7]=[C:6]([CH3:8])[CH:5]=[CH:4][C:3]=1[N:9]([CH2:20][CH:21]([CH3:23])[CH3:22])[S:10]([C:13]1[CH:18]=[CH:17][C:16]([O:19][CH2:25][C:26]2[NH:31][C:30](=[O:32])[NH:29][C:28](=[O:33])[CH:27]=2)=[CH:15][CH:14]=1)(=[O:12])=[O:11]. Reported procedure: A mixture of N-(2,4-dimethylphenyl)-4-hydroxy-N-isobutylbenzenesulfonamide (33 mg, 0.099 mmol), 6-(hydroxymethyl)pyrimidine-2,4(1H,3H)-dione (17.1 mg, 0.12 mmol) and triphenylphosphine (26 mg, 0.099 mmol) was dissolved in tetrahydrofuran (THF) (0.6 mL) and treated with diisopropyl diazene-1,2-dicarboxylate (DIAD) (25 uL, 0.13 mmol). The vessel was capped and stirred at 20° C. for 2 days. Additional 6-(hydroxymethyl)pyrimidine-2,4(1H,3H)-dione (17.1 mg, 0.12 mmol) and diisopropyl diazene-1,2-dica...